This data is from the Open Reaction Database (ORD), a public repository of structured organic reaction records. The task is: describe an organic reaction: reactants, conditions, products, and yield The reactants are C(C)(=O)NNC1=CC=C(C=C1)N=CC1=CC=CC=C1 (1-Acetyl-2-(4-benzalaminophenyl)hydrazine), [H][H] (hydrogen). Reagents/catalysts: [Pt]=O (platinum oxide). The solvent is C(C)O (ethanol). Yields the product C(C)(=O)NNC1=CC=C(C=C1)NCC1=CC=CC=C1 (1-Acetyl-2-(4-benzylaminophenyl)hydrazine). Reaction SMILES: [C:1]([NH:4][NH:5][C:6]1[CH:11]=[CH:10][C:9]([N:12]=[CH:13][C:14]2[CH:19]=[CH:18][CH:17]=[CH:16][CH:15]=2)=[CH:8][CH:7]=1)(=[O:3])[CH3:2].[H][H]>C(O)C.[Pt]=O>[C:1]([NH:4][NH:5][C:6]1[CH:11]=[CH:10][C:9]([NH:12][CH2:13][C:14]2[CH:19]=[CH:18][CH:17]=[CH:16][CH:15]=2)=[CH:8][CH:7]=1)(=[O:3])[CH3:2]. Procedure: 1-Acetyl-2-(4-benzalaminophenyl)hydrazine (5.1 g, 0.02 mole) and platinum oxide (catalytic amount) were suspended in ethanol (200 ml) in a Parr shaker bottle. The reaction mixture was hydrogenated at room temperature until hydrogen uptake ceased. The reaction mixture was filtered and the solvent was evaporated from the filtrate leaving a white crystalline powder. Yield 4.7 g (92%), m.p. 118°-120° C. As a reaction SMILES: C1(C)C=CC=CC=1.Cl[C:9]1[N:10]=[N:11][C:12]([O:15][CH2:16][CH2:17][CH2:18][CH2:19][CH2:20][CH2:21][CH2:22][CH3:23])=[CH:13][CH:14]=1.[CH2:24]([O:32][C:33]1[CH:38]=[CH:37][C:36](B(O)O)=[CH:35][N:34]=1)[CH2:25][CH2:26][CH2:27][CH2:28][CH2:29][CH2:30][CH3:31].C([O-])([O-])=O.[Na+].[Na+]>C(O)C.C1C=CC([P]([Pd]([P](C2C=CC=CC=2)(C2C=CC=CC=2)C2C=CC=CC=2)([P](C2C=CC=CC=2)(C2C=CC=CC=2)C2C=CC=CC=2)[P](C2C=CC=CC=2)(C2C=CC=CC=2)C2C=CC=CC=2)(C2C=CC=CC=2)C2C=CC=CC=2)=CC=1.O>[CH2:16]([O:15][C:12]1[N:11]=[N:10][C:9]([C:36]2[CH:35]=[N:34][C:33]([O:32][CH2:24][CH2:25][CH2:26][CH2:27][CH2:28][CH2:29][CH2:30][CH3:31])=[CH:38][CH:37]=2)=[CH:14][CH:13]=1)[CH2:17][CH2:18][CH2:19][CH2:20][CH2:21][CH2:22][CH3:23] |f:3.4.5,^1:54,56,75,94|. The reagents and catalysts are C=1C=CC(=CC1)[P](C=2C=CC=CC2)(C=3C=CC=CC3)[Pd]([P](C=4C=CC=CC4)(C=5C=CC=CC5)C=6C=CC=CC6)([P](C=7C=CC=CC7)(C=8C=CC=CC8)C=9C=CC=CC9)[P](C=1C=CC=CC1)(C=1C=CC=CC1)C=1C=CC=CC1 (tetrakis(triphenylphosphine)palladium(0)). Product: C(CCCCCCC)OC=1N=NC(=CC1)C=1C=NC(=CC1)OCCCCCCCC (3-Octyloxy-6-(6-octyloxypyridin-3-yl)pyridazine). Run in O (water), C(C)O (ethanol). Reactants: C(=O)([O-])[O-].[Na+].[Na+] (Na2CO3), C1(=CC=CC=C1)C (toluene), ClC=1N=NC(=CC1)OCCCCCCCC (3-chloro-6-octyloxypyridazine), C(CCCCCCC)OC1=NC=C(C=C1)B(O)O (2-octyloxy-5-pyridineboronic acid). Procedure details: 40 ml of toluene are added under a protective gas to 1.41 g (5.8 mmol) of 3-chloro-6-octyloxypyridazine. A solution of 1.45 g (5.8 mmol) of 2-octyloxy-5-pyridineboronic acid in 20 ml of ethanol, followed by 1.23 g of Na2CO3 and finally 20 ml of water are added. Finally, mg (0.058 mmol) of tetrakis(triphenylphosphine)palladium(0) are added with stirring. The mixture is refluxed for 8 hours and cooled, the phases are separated, the organic phase is washed once with saturated aqueous NaHCO3 solutio... The reactants are O=C(Cl)c1cc2cc(Br)ccc2nn1, CCN(CC)CCO, C1CCOC1. The product is CCN(CC)CCOC(=O)c1cc2cc(Br)ccc2nn1. Reaction SMILES: [Br:9][c:10]1[cH:11][c:12]2[cH:13][c:14]([C:20](=[O:21])[Cl:22])[n:15][n:16][c:17]2[cH:18][cH:19]1.[CH2:1]([CH3:2])[N:3]([CH2:4][CH2:5][OH:6])[CH2:7][CH3:8].[O:23]1[CH2:24][CH2:25][CH2:26][CH2:27]1>>[CH2:1]([CH3:2])[N:3]([CH2:4][CH2:5][O:6][C:20]([c:14]1[cH:13][c:12]2[cH:11][c:10]([Br:9])[cH:19][cH:18][c:17]2[n:16][n:15]1)=[O:21])[CH2:7][CH3:8]. Starting materials: CCOC(=O)CC(=O)OCC, CC[O-], BrCC1CCCCC1, [Na+]. The product is CCOC(=O)C(CC1CCCCC1)C(=O)OCC. RXN SMILES: [C:1]([CH2:2][C:3](=[O:4])[O:5][CH2:6][CH3:7])(=[O:8])[O:9][CH2:10][CH3:11].[CH3:21][CH2:22][O-:23].[CH:12]1([CH2:18][Br:19])[CH2:13][CH2:14][CH2:15][CH2:16][CH2:17]1.[Na+:20]>>[C:1]([CH:2]([C:3](=[O:4])[O:5][CH2:6][CH3:7])[CH2:18][CH:12]1[CH2:13][CH2:14][CH2:15][CH2:16][CH2:17]1)(=[O:8])[O:9][CH2:10][CH3:11]. Starting materials: C(C)OC(=O)N[C@H](CC1CCCC1)C(=O)O (ethoxycarbonyl-3-cyclopentyl-D-alanine), 2,4,5-trichlorophenylester, N1[C@H](C(=O)O)CCC1 (L-proline). Yields the product C(C)OC(=O)N[C@H](CC1CCCC1)C(=O)N1[C@H](C(=O)O)CCC1 (Ethoxycarbonyl-3-cyclopentyl-D-alanyl-L-proline). The yield is 70.5%. As a reaction SMILES: [CH2:1]([O:3][C:4]([NH:6][C@@H:7]([C:14]([OH:16])=O)[CH2:8][CH:9]1[CH2:13][CH2:12][CH2:11][CH2:10]1)=[O:5])[CH3:2].[NH:17]1[CH2:24][CH2:23][CH2:22][C@H:18]1[C:19]([OH:21])=[O:20]>>[CH2:1]([O:3][C:4]([NH:6][C@@H:7]([C:14]([N:17]1[CH2:24][CH2:23][CH2:22][C@H:18]1[C:19]([OH:21])=[O:20])=[O:16])[CH2:8][CH:9]1[CH2:10][CH2:11][CH2:12][CH2:13]1)=[O:5])[CH3:2]. Reported procedure: 2.43 g (10.5 mmol) of ethoxycarbonyl-3-cyclopentyl-D-alanine (Example 4, Step B) is treated according to the method described in Example 1, Step E, using proportional quantities of reagents and solvents. The resulting 2,4,5-trichlorophenylester is coupled with 1.15 g (10 mmol) of L-proline which yields 2.3 g (71%) of an oily product. Rf(6)=0.53. Starting materials: crude product, C(C(=O)O)(=O)O.C(CCC)OC(CC=1C(=NNC1C1=CC=C(C=C1)C)N)=O (3-amino-5-(4-methylphenyl)-1H-pyrazole-4-acetic acid butyl ester ethanedioate), Cl (hydrochloric acid), C([O-])([O-])=O.[K+].[K+] (potassium carbonate), COC(CC(OC)OC)OC (malonaldehyde bis(dimethyl acetal)). Run in O (water), C(C)O (ethanol), 190, C(C)O (ethanol). Run at time 24 hour. The product is C(C)OC(CC=1C(=NN2C1N=CC=C2)C2=CC=C(C=C2)C)=O (2-(4-Methylphenyl)pyrazolo[1.5-a]pyrimidine-3-acetic acid ethyl ester). The yield is 85.0%. RXN SMILES: C(O)(=O)C(O)=O.[CH2:7]([O:11][C:12](=[O:27])[CH2:13][C:14]1[C:15]([NH2:26])=[N:16][NH:17][C:18]=1[C:19]1[CH:24]=[CH:23][C:22]([CH3:25])=[CH:21][CH:20]=1)[CH2:8]CC.Cl.CO[CH:31](OC)[CH2:32][CH:33](OC)OC.C(=O)([O-])[O-].[K+].[K+]>C(O)C.O>[CH2:7]([O:11][C:12](=[O:27])[CH2:13][C:14]1[C:18]([C:19]2[CH:20]=[CH:21][C:22]([CH3:25])=[CH:23][CH:24]=2)=[N:17][N:16]2[CH:33]=[CH:32][CH:31]=[N:26][C:15]=12)[CH3:8] |f:0.1,4.5.6|. Procedure: A stirred slurry of 50.2 g (0.133 mole) of 3-amino-5-(4-methylphenyl)-1H-pyrazole-4-acetic acid butyl ester ethanedioate (1:1) in 500 mL of 190 ethanol was treated first with 5 mL of hydrochloric acid (37%) and then with 21.8 g (0.133 mole) of malonaldehyde bis(dimethyl acetal). After stirring for 24 hours at ambient temperature, the reaction mixture was concentrated in vacuo. The residue was dissolved in 500 mL of methylene chloride and washed with saturated sodium bicarbonate solution. The com...